From a dataset of the Open Reaction Database (ORD), a public repository of structured organic reaction records. describe an organic reaction: reactants, conditions, products, and yield Starting materials: [Li]CCCC (n-BuLi), O (Water), S1C=CC=C1 (thiophene), C(CCCCC)Br (1-hexylbromide). The solvent is CCCCCC (hexane), C1CCOC1 (THF). Run at temperature 0 celsius, time 1 hour. The product is C(CCCCC)C=1SC=CC1 (2-hexyl-thiophene). Yield: 75.0%. RXN SMILES: [S:1]1[CH:5]=[CH:4][CH:3]=[CH:2]1.[Li]CCCC.[CH2:11](Br)[CH2:12][CH2:13][CH2:14][CH2:15][CH3:16].O>C1COCC1.CCCCCC>[CH2:11]([C:2]1[S:1][CH:5]=[CH:4][CH:3]=1)[CH2:12][CH2:13][CH2:14][CH2:15][CH3:16]. Procedure: To a cooled (−70° C.) mixture of thiophene (17.6 g, 0.21 mol) in anhydrous THF (100 mL) was added dropwise a solution of n-BuLi (137.5 ml, 1.6 M, 0.22 mol) in hexane. After stirring for 1 hour at 0° C., the mixture was cooled to −40° C. followed by addition of 1-hexylbromide (0.22 mol). The mixture was slowly heated to r.t. Water (250 mL) was added and the mixture was extracted with diethylether (3×150 mL). The combined organic fractions were dried over MgSO4 and concentrated in vacuo. The produ... Starting materials: CC1=NN=C(C2=C(C1)C=C1C(=C2)OCO1)C1=CC(=C(C=C1)[N+](=O)[O-])C (8-methyl-5-(3-methyl-4-nitro-phenyl)-9H-1,3-dioxolo[4,5-h][2,3]benzodiazepine), [BH4-].[Na+] (sodium borohydride). Run in ClCCl (dichloro methane), CO (methanol), C(C)(=O)O (acetic acid). Product: CC1NN=C(C2=C(C1)C=C1C(=C2)OCO1)C1=CC(=C(C=C1)[N+](=O)[O-])C ((±)-7,8-dihydro-8-methyl-5-(3-methyl-4-nitro-phenyl)-9H-1,3-dioxolo[4.5-h][2.3]benzodiazepine). Isolated yield 35.4%. Reaction SMILES: [CH3:1][C:2]1[CH2:8][C:7]2[CH:9]=[C:10]3[O:15][CH2:14][O:13][C:11]3=[CH:12][C:6]=2[C:5]([C:16]2[CH:21]=[CH:20][C:19]([N+:22]([O-:24])=[O:23])=[C:18]([CH3:25])[CH:17]=2)=[N:4][N:3]=1.[BH4-].[Na+]>ClCCl.CO.C(O)(=O)C>[CH3:1][CH:2]1[CH2:8][C:7]2[CH:9]=[C:10]3[O:15][CH2:14][O:13][C:11]3=[CH:12][C:6]=2[C:5]([C:16]2[CH:21]=[CH:20][C:19]([N+:22]([O-:24])=[O:23])=[C:18]([CH3:25])[CH:17]=2)=[N:4][NH:3]1 |f:1.2|. Procedure details: 1.69 g (10.0 millimoles) of 8-methyl-5-(3-methyl-4-nitro-phenyl)-9H-1,3-dioxolo[4,5-h][2,3]benzodiazepine are dissolved in a mixture of 75 ml of dichloro methane, 5 ml of methanol and 3 ml of glacial acetic acid. To the reaction mixture 0.38 g (10.0 millimoles) of sodium borohydride are added under cooling with ice-cold water in small portions. The reaction mixture is stirred at this temperature for an hour, then washed twice with 20 ml of water and 20 ml of saturated sodium chloride solution ea... Reactants: C(C=C)C1=C(C=CC(=C1Br)F)O (2-allyl-3-bromo-4-fluorophenol), XXVII, S(O)(O)(=O)=O (sulfuric acid). The solvent is C1(=CC=CC=C1)C (toluene). Yields the product BrC1=C(C=CC2=C1C=CO2)F (4-bromo-5-fluorobenzofuran). The yield is 98.0%. RXN SMILES: [CH2:1]([C:4]1[C:9]([Br:10])=[C:8]([F:11])[CH:7]=[CH:6][C:5]=1[OH:12])[CH:2]=C.S(=O)(=O)(O)O>C1(C)C=CC=CC=1>[Br:10][C:9]1[C:4]2[CH:1]=[CH:2][O:12][C:5]=2[CH:6]=[CH:7][C:8]=1[F:11]. Procedure details: Beginning with 3 gm (13 mMol) 2-allyl-3-bromo-4-fluorophenol, the title compound was prepared in 98% yield essentially by the procedure described in Preparation XXVII with the exception that the cyclization/dehydration step was performed using sulfuric acid in toluene. Starting materials: Cc1cc(O)cc(C)c1N, CC(C)[Si](Cl)(C(C)C)C(C)C, ClCCl, c1c[nH]cn1. The product is Cc1cc(O[Si](C(C)C)(C(C)C)C(C)C)cc(C)c1N. As a reaction SMILES: [CH3:1][c:2]1[cH:3][c:4]([OH:5])[cH:6][c:7]([CH3:8])[c:9]1[NH2:10].[CH:16]([CH3:17])([CH3:18])[Si:19]([CH:20]([CH3:21])[CH3:22])([CH:23]([CH3:24])[CH3:25])[Cl:26].[Cl:27][CH2:28][Cl:29].[nH:11]1[cH:12][cH:13][n:14][cH:15]1>>[CH3:1][c:2]1[cH:3][c:4]([O:5][Si:19]([CH:16]([CH3:17])[CH3:18])([CH:20]([CH3:21])[CH3:22])[CH:23]([CH3:24])[CH3:25])[cH:6][c:7]([CH3:8])[c:9]1[NH2:10]. Reactants: C(C)(C)(C)OC(=O)N1CCC(=CC1)C1=CC=C(C=C1)CC(C)NC(C)=O (4-[4-(2-Acetylamino-propyl)-phenyl]-3,6-dihydro-2H-pyridine-1-carboxylic acid tert-butyl ester). The reagents and catalysts are [Pd] (palladium on charcoal). The solvent is CO (methanol). Yields the product C(C)(C)(C)OC(=O)N1CCC(CC1)C1=CC=C(C=C1)CC(C)NC(C)=O (4-[4-(2-Acetylamino-propyl)-phenyl]-piperidine-1-carboxylic acid tert-butyl ester). Reaction SMILES: [C:1]([O:5][C:6]([N:8]1[CH2:13][CH:12]=[C:11]([C:14]2[CH:19]=[CH:18][C:17]([CH2:20][CH:21]([NH:23][C:24](=[O:26])[CH3:25])[CH3:22])=[CH:16][CH:15]=2)[CH2:10][CH2:9]1)=[O:7])([CH3:4])([CH3:3])[CH3:2]>CO.[Pd]>[C:1]([O:5][C:6]([N:8]1[CH2:9][CH2:10][CH:11]([C:14]2[CH:19]=[CH:18][C:17]([CH2:20][CH:21]([NH:23][C:24](=[O:26])[CH3:25])[CH3:22])=[CH:16][CH:15]=2)[CH2:12][CH2:13]1)=[O:7])([CH3:2])([CH3:3])[CH3:4]. Reported procedure: 2.20 g (6.14 mmol) 4-[4-(2-Acetylamino-propyl)-phenyl]-3,6-dihydro-2H-pyridine-1-carboxylic acid tert-butyl ester (VI.1) in 100 mL methanol are hydrogenated (50 psi) for 7.0 h at rt using 250 mg palladium on charcoal(10%). After that time, the catalyst is filtered off and the solvent is evaporated to yield the desired product. The reactants are C(C)OC(=O)C1=CN(C2=CC=CN=C2C1=O)CC1(CCCC1)C1=CC=CC=C1 (4-Oxo-1-(1-phenyl-cyclopentylmethyl)-1,4-dihydro-[1,5]naphthyridine-3-carboxylic acid ethyl ester), C1(=C(C=CC=C1)CN1C=C(C(C2=NC=CC=C12)=O)C(=O)O)C1=CC=CC=C1 (1-Biphenyl-2-ylmethyl-4-oxo-1,4-dihydro-[1,5]naphthyridine-3-carboxylic acid). Yields the product O=C1C(=CN(C2=CC=CN=C12)CC1(CCCC1)C1=CC=CC=C1)C(=O)O (4-Oxo-1-(1-phenyl-cyclopentylmethyl)-1,4-dihydro-[1,5]naphthyridine-3-carboxylic acid). Yield: 33.5%. RXN SMILES: C([O:3][C:4]([C:6]1[C:15](=[O:16])[C:14]2[C:9](=[CH:10][CH:11]=[CH:12][N:13]=2)[N:8]([CH2:17][C:18]2([C:23]3[CH:28]=[CH:27][CH:26]=[CH:25][CH:24]=3)[CH2:22][CH2:21][CH2:20][CH2:19]2)[CH:7]=1)=[O:5])C.C1(C2C=CC=CC=2)C=CC=CC=1CN1C2C(=NC=CC=2)C(=O)C(C(O)=O)=C1>>[O:16]=[C:15]1[C:14]2[C:9](=[CH:10][CH:11]=[CH:12][N:13]=2)[N:8]([CH2:17][C:18]2([C:23]3[CH:28]=[CH:27][CH:26]=[CH:25][CH:24]=3)[CH2:19][CH2:20][CH2:21][CH2:22]2)[CH:7]=[C:6]1[C:4]([OH:5])=[O:3]. Procedure: 4-Oxo-1-(1-phenyl-cyclopentylmethyl)-1,4-dihydro-[1,5]naphthyridine-3-carboxylic acid (10) (310 mg, 33.46%) was synthesized as an off white solid from 1 g of 4-oxo-1-(1-phenyl-cyclopentylmethyl)-1,4-dihydro-[1,5]naphthyridine-3-carboxylic acid ethyl ester (9) following the procedure described for 1-biphenyl-2-ylmethyl-4-oxo-1,4-dihydro-[1,5]naphthyridine-3-carboxylic acid (7). Product: C(C)C=1N(C=C(N1)C)C[C@H]1CN([C@@H]2CC3=CNC4=CC=CC([C@H]2C1)=C34)C (2-Ethyl-4-methyl-1-(6-methylergolin-8β-ylmethyl)imidazole). Reaction SMILES: [H-].[Na+].[CH2:3]([C:5]1[NH:6][CH:7]=[C:8]([CH3:10])[N:9]=1)[CH3:4].S(C1C=CC(C)=CC=1)(O[CH2:15][C@@H:16]1[CH2:30][C@H:29]2[C@@H:19]([CH2:20][C:21]3[C:31]4[C:24](=[CH:25][CH:26]=[CH:27][C:28]2=4)[NH:23][CH:22]=3)[N:18]([CH3:32])[CH2:17]1)(=O)=O>CN(C)C=O>[CH2:3]([C:5]1[N:6]([CH2:15][C@@H:16]2[CH2:30][C@H:29]3[C@@H:19]([CH2:20][C:21]4[C:31]5[C:24](=[CH:25][CH:26]=[CH:27][C:28]3=5)[NH:23][CH:22]=4)[N:18]([CH3:32])[CH2:17]2)[CH:7]=[C:8]([CH3:10])[N:9]=1)[CH3:4] |f:0.1|. Isolated yield 28.7%. Run in CN(C=O)C (dimethylformamide). Starting materials: [H-].[Na+] (sodium hydride), C(C)C=1NC=C(N1)C (2-ethyl-4-methylimidazole), S(=O)(=O)(OC[C@H]1CN([C@@H]2CC3=CNC4=CC=CC([C@H]2C1)=C34)C)C3=CC=C(C)C=C3 (6-methylergolin-8β-ylmethyl tosylate). Procedure: 1.6 g of 50% sodium hydride in an oil was added in small portions to a mixture of 9.0 g of 2-ethyl-4-methylimidazole and 70 ml of dimethylformamide, and the resulting mixture was stirred for 30 minutes. 4.1 g of 6-methylergolin-8β-ylmethyl tosylate was added to the mixture which was then heated on a water bath for 2 hours. The solvent was distilled off under reduced pressure, and water was added to the resulting residue. The precipitated crystals were separated by filtration, washed with water a... Reaction conditions: time 30 minute. Starting materials: COc1ccc(COc2cc(Br)cc(I)c2)cc1, CC(C)[Si](C(C)C)(C(C)C)n1ccc2c(B3OC(C)(C)C(C)(C)O3)cccc21, CCOC(C)=O, CCO, Cc1ccccc1, [Na+], [Na+], O=C([O-])[O-], O. Yields the product COc1ccc(COc2cc(Br)cc(-c3cccc4c3ccn4[Si](C(C)C)(C(C)C)C(C)C)c2)cc1. Reaction SMILES: [Br:29][c:30]1[cH:31][c:32]([I:46])[cH:33][c:34]([O:36][CH2:37][c:38]2[cH:39][cH:40][c:41]([O:44][CH3:45])[cH:42][cH:43]2)[cH:35]1.[CH3:1][C:2]1([CH3:3])[C:4]([CH3:5])([CH3:6])[O:7][B:8]([c:9]2[c:10]3[cH:11][cH:12][n:13]([Si:18]([CH:19]([CH3:20])[CH3:21])([CH:22]([CH3:23])[CH3:24])[CH:25]([CH3:26])[CH3:27])[c:14]3[cH:15][cH:16][cH:17]2)[O:28]1.[CH3:53][CH2:54][O:55][C:56]([CH3:57])=[O:58].[CH3:59][CH2:60][OH:61].[CH3:62][c:63]1[cH:64][cH:65][cH:66][cH:67][cH:68]1.[Na+:47].[Na+:48].[O-:49][C:50](=[O:51])[O-:52].[OH2:69]>>[c:9]1(-[c:32]2[cH:31][c:30]([Br:29])[cH:35][c:34]([O:36][CH2:37][c:38]3[cH:39][cH:40][c:41]([O:44][CH3:45])[cH:42][cH:43]3)[cH:33]2)[c:10]2[cH:11][cH:12][n:13]([Si:18]([CH:19]([CH3:20])[CH3:21])([CH:22]([CH3:23])[CH3:24])[CH:25]([CH3:26])[CH3:27])[c:14]2[cH:15][cH:16][cH:17]1. As a reaction SMILES: [NH2:1][CH2:2][P:3](=[O:10])([O:7][CH2:8][CH3:9])[O:4][CH2:5][CH3:6].[CH:11](=O)[C:12]1[CH:17]=[CH:16][CH:15]=[CH:14][CH:13]=1>C(O)C>[CH:11](=[N:1][CH2:2][P:3](=[O:10])([O:7][CH2:8][CH3:9])[O:4][CH2:5][CH3:6])[C:12]1[CH:17]=[CH:16][CH:15]=[CH:14][CH:13]=1. Starting materials: NCP(OCC)(OCC)=O (Diethyl aminomethylphosphonate), C(C1=CC=CC=C1)=O (benzaldehyde). Procedure details: Diethyl aminomethylphosphonate (4.03 g., 24.1 mmole) is stirred in an ice bath while benzaldehyde (2.50 ml., 24.5 mMol) is added dropwise over a period of 5 minutes. After having been stirred an additional 15 minutes at 0°C., the mixture is diluted with absolute ethanol (20 ml.) and evaporated in vacuo. The residue is dissolved in dry benzene (20 ml.) and evaporated to give diethyl N-benzylidene-aminomethylphosphonate (6.073 g.) as a pale yellow oil: ir (CCl4) 1639, 1250, 1062, 1037, and 971 cm-... Solvent: C(C)O (ethanol). Reaction conditions: temperature 0 celsius, time 15 minute. Yields the product C(C1=CC=CC=C1)=NCP(OCC)(OCC)=O (diethyl N-benzylidene-aminomethylphosphonate). Yield: 98.7%.